The task is: describe an organic reaction: reactants, conditions, products, and yield. This data is from the Open Reaction Database (ORD), a public repository of structured organic reaction records. Reactants: C(#N)C=1C=CC(=C(C1)S(=O)[O-])[C@H]1N(C(N(C(=C1C#N)C)C1=CC(=CC=C1)C(F)(F)F)=O)C.[Na+] (Sodium 5-cyano-2-{(4S)-5-cyano-3,6-dimethyl-2-oxo-1-[3-(trifluoromethyl)phenyl]-1,2,3,4-tetrahydropyrimidin-4-yl}benzenesulfinate), BrCC1CC1 (1-(Bromomethyl)cyclopropane), [I-].[K+] (potassium iodide), BrCC1CC1 (1-(bromomethyl)cyclopropane). Run in CN(C)C=O (DMF). Run at temperature 130 celsius. The product is C(#N)C1=CC(=C(C=C1)[C@H]1N(C(N(C(=C1C#N)C)C1=CC(=CC=C1)C(F)(F)F)=O)C)S(=O)(=O)CC1CC1 ((4S)-4-{4-Cyano-2-[(cyclopropylmethyl)sulfonyl]phenyl}-3,6-dimethyl-2-oxo-1-[3-(trifluoromethyl)phenyl]-1,2,3,4-tetrahydropyrimidine-5-carbonitrile). As a reaction SMILES: [C:1]([C:3]1[CH:4]=[CH:5][C:6]([C@@H:12]2[C:17]([C:18]#[N:19])=[C:16]([CH3:20])[N:15]([C:21]3[CH:26]=[CH:25][CH:24]=[C:23]([C:27]([F:30])([F:29])[F:28])[CH:22]=3)[C:14](=[O:31])[N:13]2[CH3:32])=[C:7]([S:9]([O-:11])=[O:10])[CH:8]=1)#[N:2].[Na+].Br[CH2:35][CH:36]1[CH2:38][CH2:37]1.[I-].[K+]>CN(C=O)C>[C:1]([C:3]1[CH:4]=[CH:5][C:6]([C@@H:12]2[C:17]([C:18]#[N:19])=[C:16]([CH3:20])[N:15]([C:21]3[CH:26]=[CH:25][CH:24]=[C:23]([C:27]([F:29])([F:30])[F:28])[CH:22]=3)[C:14](=[O:31])[N:13]2[CH3:32])=[C:7]([S:9]([CH2:35][CH:36]2[CH2:38][CH2:37]2)(=[O:11])=[O:10])[CH:8]=1)#[N:2] |f:0.1,3.4|. Reported procedure: The reaction was carried out under argon. Sodium 5-cyano-2-{(4S)-5-cyano-3,6-dimethyl-2-oxo-1-[3-(trifluoromethyl)phenyl]-1,2,3,4-tetrahydropyrimidin-4-yl}benzenesulfinate (100 mg, 67 μmol; purity 32%) was suspended in DMF (2000 μl). 1-(Bromomethyl)cyclopropane (278 mg, 2.06 mmol) was then added, and the mixture was heated in a closed tube at 130° C. overnight. Molecular sieve (4 Å), potassium iodide (110 mg, 0.66 mmol) and more 1-(bromomethyl)cyclopropane (89 mg, 0.66 mmol) were then added, and... Reactants: CN(C(C(=S)N)C1=NC=CC=C1)C (2-dimethylamino-2-(2-pyridyl)thioacetamide), aqueous solution, C1(CC1)N (cyclopropylamine). Solvent: O (water). Product: C1(CC1)NC(C(C1=NC=CC=C1)N(C)C)=S (N-cyclopropyl-2-dimethylamino-2-(2-pyridyl)thioacetamide). Reaction SMILES: [CH3:1][N:2]([CH3:13])[CH:3]([C:7]1[CH:12]=[CH:11][CH:10]=[CH:9][N:8]=1)[C:4]([NH2:6])=[S:5].[CH:14]1(N)[CH2:16][CH2:15]1>O>[CH:14]1([NH:6][C:4](=[S:5])[CH:3]([N:2]([CH3:13])[CH3:1])[C:7]2[CH:12]=[CH:11][CH:10]=[CH:9][N:8]=2)[CH2:16][CH2:15]1. Procedure: A mixture of 2-dimethylamino-2-(2-pyridyl)thioacetamide and 40% aqueous solution of cyclopropylamine is heated at reflux for 45 minutes. The mixture is cooled and water is added. The mixture is then extracted with chloroform and the extracts are dried, concentrated and the residue is recrystallized to give N-cyclopropyl-2-dimethylamino-2-(2-pyridyl)thioacetamide. Reactants: ClC1=CC2=C(C=N1)C=NN2 (6-chloro-1H-pyrazolo[4,3-c]pyridine), BrC1=CC=CC(=N1)N1CC(CCC1C)NC(OC(C)(C)C)=O (tert-butyl N-[1-(6-bromo-2-pyridyl)-6-methyl-3-piperidyl]carbamate), CC1(C2=C(C(=CC=C2)P(C3=CC=CC=C3)C4=CC=CC=C4)OC5=C(C=CC=C51)P(C6=CC=CC=C6)C7=CC=CC=C7)C (xantphos), CC(C)([O-])C.[Na+] (sodium tert-butoxide). The reagents and catalysts are C=1C=CC(=CC1)/C=C/C(=O)/C=C/C2=CC=CC=C2.C=1C=CC(=CC1)/C=C/C(=O)/C=C/C2=CC=CC=C2.C=1C=CC(=CC1)/C=C/C(=O)/C=C/C2=CC=CC=C2.[Pd].[Pd] (tris(dibenzylideneacetone)dipalladium(0)). Run in C1(=CC=CC=C1)C (toluene). Run at temperature 100 celsius. Product: ClC1=CC2=C(C=N1)C=NN2C2=CC=CC(=N2)N2CC(CCC2C)NC(OC(C)(C)C)=O (tert-butyl N-[1-[6-(6-chloropyrazolo[4,3-c]pyridin-1-yl)-2-pyridyl]-6-methyl-3-piperidyl]carbamate). Isolated yield 64.2%. As a reaction SMILES: [Cl:1][C:2]1[N:7]=[CH:6][C:5]2[CH:8]=[N:9][NH:10][C:4]=2[CH:3]=1.Br[C:12]1[N:17]=[C:16]([N:18]2[CH:23]([CH3:24])[CH2:22][CH2:21][CH:20]([NH:25][C:26](=[O:32])[O:27][C:28]([CH3:31])([CH3:30])[CH3:29])[CH2:19]2)[CH:15]=[CH:14][CH:13]=1.CC1(C)C2C(=C(P(C3C=CC=CC=3)C3C=CC=CC=3)C=CC=2)OC2C(P(C3C=CC=CC=3)C3C=CC=CC=3)=CC=CC1=2.CC(C)([O-])C.[Na+]>C1(C)C=CC=CC=1.C1C=CC(/C=C/C(/C=C/C2C=CC=CC=2)=O)=CC=1.C1C=CC(/C=C/C(/C=C/C2C=CC=CC=2)=O)=CC=1.C1C=CC(/C=C/C(/C=C/C2C=CC=CC=2)=O)=CC=1.[Pd].[Pd]>[Cl:1][C:2]1[N:7]=[CH:6][C:5]2[CH:8]=[N:9][N:10]([C:12]3[N:17]=[C:16]([N:18]4[CH:23]([CH3:24])[CH2:22][CH2:21][CH:20]([NH:25][C:26](=[O:32])[O:27][C:28]([CH3:31])([CH3:30])[CH3:29])[CH2:19]4)[CH:15]=[CH:14][CH:13]=3)[C:4]=2[CH:3]=1 |f:3.4,6.7.8.9.10|. Reported procedure: A mixture of 6-chloro-1H-pyrazolo[4,3-c]pyridine (100 mg, 0.651 mmol), tert-butyl N-[1-(6-bromo-2-pyridyl)-6-methyl-3-piperidyl]carbamate (422 mg, 1.14 mmol), tris(dibenzylideneacetone)dipalladium(0) (59 mg, 0.065 mmol), xantphos (78 mg, 0.130 mmol), and sodium tert-butoxide (129 mg, 1.30 mmol) in toluene 6.0 mL was stirred at 100° C. 18 h. The reaction was filtered through celite. The crude product was purified by flash chromatography (EtOAc/Heptane) to give the desired product (185 mg) in 64% ... Reactants: ClC1=C(C=NC2=CC(=C(C=C12)OC)C=1C(=NOC1C)C)C(=O)N (4-chloro-7-(3,5-dimethyl-4-isoxazolyl)-6-(methoxy)-3-quinolinecarboxamide), intermediate 40, N1=C(C=CC=C1)[C@@H](C)N ((1R)-1-(2-pyridinyl)ethanamine). Solvent: CC#N (CH3CN). Conditions: temperature 110 celsius, time 4 hour. The product is CC1=NOC(=C1C1=C(C=C2C(=C(C=NC2=C1)C(=O)N)N[C@H](C)C1=NC=CC=C1)OC)C (7-(3,5-dimethyl-4-isoxazolyl)-6-(methoxy)-4-{[(1R)-1-(2-pyridinyl)ethyl]-amino}-3-quinolinecarboxamide). As a reaction SMILES: Cl[C:2]1[C:11]2[C:6](=[CH:7][C:8]([C:14]3[C:15]([CH3:20])=[N:16][O:17][C:18]=3[CH3:19])=[C:9]([O:12][CH3:13])[CH:10]=2)[N:5]=[CH:4][C:3]=1[C:21]([NH2:23])=[O:22].[N:24]1[CH:29]=[CH:28][CH:27]=[CH:26][C:25]=1[C@H:30]([NH2:32])[CH3:31]>CC#N>[CH3:20][C:15]1[C:14]([C:8]2[CH:7]=[C:6]3[C:11]([C:2]([NH:32][C@@H:30]([C:25]4[CH:26]=[CH:27][CH:28]=[CH:29][N:24]=4)[CH3:31])=[C:3]([C:21]([NH2:23])=[O:22])[CH:4]=[N:5]3)=[CH:10][C:9]=2[O:12][CH3:13])=[C:18]([CH3:19])[O:17][N:16]=1. Procedure: The mixture of 4-chloro-7-(3,5-dimethyl-4-isoxazolyl)-6-(methoxy)-3-quinolinecarboxamide (for a preparation see intermediate 40, 6 g, 18 mmol) was reacted with (1R)-1-(2-pyridinyl)ethanamine (2 eq., 4.43 g, 36 mmol) in CH3CN (100 ml) and was stirred at 110° C. for 4 h. The reaction mixture was concentrated in vacuo. The residue was partitioned between water and DCM. The organic layer was dried over Na2SO4 and concentrated to dryness to give 7-(3,5-dimethyl-4-isoxazolyl)-6-(methoxy)-4-{[(1R)-1-(2... The reactants are FC1=CC=C(C=C1)C1=NN(C=C1C1=C2C(=NC=C1)C(N(C2=O)C)=O)C (4-(3-(4-fluorophenyl)-1-methyl-1H-pyrazol-4-yl)-6-methyl-5H-pyrrolo[3,4-b]pyridine-5,7(6H)-dione), intermediate, [OH-].[NH4+] (ammonium hydroxide). Conditions: temperature 120 celsius. The product is FC1=CC=C(C=C1)C1=NN(C=C1C1=C2C(=NC=C1)C(NC2=O)=O)C (4-(3-(4-fluorophenyl)-1-methyl-1H-pyrazol-4-yl)-5H-pyrrolo[3,4-b]pyridine-5,7(6H)-dione). Reaction SMILES: [F:1][C:2]1[CH:7]=[CH:6][C:5]([C:8]2[C:12]([C:13]3[CH:18]=[CH:17][N:16]=[C:15]4[C:19](=[O:24])[N:20](C)[C:21](=[O:22])[C:14]=34)=[CH:11][N:10]([CH3:25])[N:9]=2)=[CH:4][CH:3]=1.[OH-].[NH4+]>>[F:1][C:2]1[CH:7]=[CH:6][C:5]([C:8]2[C:12]([C:13]3[CH:18]=[CH:17][N:16]=[C:15]4[C:19](=[O:24])[NH:20][C:21](=[O:22])[C:14]=34)=[CH:11][N:10]([CH3:25])[N:9]=2)=[CH:4][CH:3]=1 |f:1.2|. Procedure details: 4-(3-(4-fluorophenyl)-1-methyl-1H-pyrazol-4-yl)-6-methyl-5H-pyrrolo[3,4-b]pyridine-5,7(6H)-dione (intermediate from Example 1, step 5, 190 mg, 0.588 mmol) and 28-30% aqueous ammonium hydroxide (4 mL) were heated to a vigorous reflux for 30 min and then concentrated. The residue was dissolved in 1:1 acetic acid/acetic anhydride (20 mL) and heated at 120° C. for 2 hr and concentrated. The residue was dissolve in EtOAc and run through a short silica gel plug to afford 176 mg (92%) of Ex 4-Step 1 pr...